Dataset: the Open Reaction Database (ORD), a public repository of structured organic reaction records. Task: describe an organic reaction: reactants, conditions, products, and yield The reactants are C(CCCCCCCCCC)(=O)Cl (undecanoyl chloride), Cl.COC1=CC=C(C(CN)=O)C=C1 (4-methoxyphenacylamine hydrochloride), O (water). Solvent: N1=CC=CC=C1 (pyridine). Product: C(CCCCCCCCC)(=O)NCC(=O)C1=CC=C(C=C1)OC (decanoyl-4-methoxyphenacylamine). Yield: 40.5%. RXN SMILES: [C:1](Cl)(=[O:12])[CH2:2][CH2:3][CH2:4][CH2:5][CH2:6][CH2:7][CH2:8][CH2:9][CH2:10]C.Cl.[CH3:15][O:16][C:17]1[CH:26]=[CH:25][C:20]([C:21](=[O:24])[CH2:22][NH2:23])=[CH:19][CH:18]=1.O>N1C=CC=CC=1>[C:1]([NH:23][CH2:22][C:21]([C:20]1[CH:25]=[CH:26][C:17]([O:16][CH3:15])=[CH:18][CH:19]=1)=[O:24])(=[O:12])[CH2:2][CH2:3][CH2:4][CH2:5][CH2:6][CH2:7][CH2:8][CH2:9][CH3:10] |f:1.2|. Procedure: To a solution of 22.0 g (108 mM) of undecanoyl chloride in 185 ml of pyridine, 22.2 g (110 mM) of 4-methoxyphenacylamine hydrochloride was gradually added in 30 minutes under cooling and stirring below -5° C., followed by stirring for 30 minutes below -5° C. and heat-refluxing of 1 hour under stirring. After the reaction, the reaction mixture was cooled to room temperature and poured into 1 liter of cool water to precipitate a crystal. The crystal was recovered by filtration, washed with water a... Reactants: O=C([O-])[O-], CCc1cc(CC(NC(C)=O)C(=O)O)ccc1N, C=CCBr, CN(C)C=O, [Cs+], [Cs+]. Product: C=CCOC(=O)C(Cc1ccc(N)c(CC)c1)NC(C)=O. RXN SMILES: [C:19](=[O:20])([O-:21])[O-:22].[C:1]([CH3:2])(=[O:3])[NH:4][CH:5]([CH2:6][c:7]1[cH:8][c:9]([CH2:14][CH3:15])[c:10]([NH2:13])[cH:11][cH:12]1)[C:16](=[O:17])[OH:18].[CH2:25]([CH:26]=[CH2:27])[Br:28].[CH3:29][N:30]([CH3:31])[CH:32]=[O:33].[Cs+:23].[Cs+:24]>>[C:1]([CH3:2])(=[O:3])[NH:4][CH:5]([CH2:6][c:7]1[cH:8][c:9]([CH2:14][CH3:15])[c:10]([NH2:13])[cH:11][cH:12]1)[C:16](=[O:17])[O:18][CH2:27][CH:26]=[CH2:25]. Starting materials: ClC1=C(N(C(C(=N1)NCCC1=CC(=CC=C1)CNC)=O)CC(=O)OCC1=CC=CC=C1)C (benzyl 2-[3-chloro-2-methyl-5-(3 [(methylamino)methyl]phenethylamino)-6-oxo-1(6H)-pyrazinyl]acetate), C=O (formaldehyde), C(C)(=O)O[BH-](OC(C)=O)OC(C)=O.[Na+] (sodium triacetoxyborohydride). Solvent: C(Cl)Cl (CH2Cl2), C(Cl)Cl (CH2Cl2). Conditions: time 45 minute. The product is ClC1=C(N(C(C(=N1)NCCC1=CC(=CC=C1)CN(C)C)=O)CC(=O)OCC1=CC=CC=C1)C (Benzyl 2-[3-chloro-5-(3-[(dimethylamino)methyl]phenethylamino)-2-methyl-6-oxo-1(6H)-pyrazinyl]acetate). Isolated yield 77.1%. As a reaction SMILES: [Cl:1][C:2]1[N:7]=[C:6]([NH:8][CH2:9][CH2:10][C:11]2[CH:16]=[CH:15][CH:14]=[C:13]([CH2:17][NH:18][CH3:19])[CH:12]=2)[C:5](=[O:20])[N:4]([CH2:21][C:22]([O:24][CH2:25][C:26]2[CH:31]=[CH:30][CH:29]=[CH:28][CH:27]=2)=[O:23])[C:3]=1[CH3:32].C=O.[C:35](O[BH-](OC(=O)C)OC(=O)C)(=O)C.[Na+]>C(Cl)Cl>[Cl:1][C:2]1[N:7]=[C:6]([NH:8][CH2:9][CH2:10][C:11]2[CH:16]=[CH:15][CH:14]=[C:13]([CH2:17][N:18]([CH3:35])[CH3:19])[CH:12]=2)[C:5](=[O:20])[N:4]([CH2:21][C:22]([O:24][CH2:25][C:26]2[CH:27]=[CH:28][CH:29]=[CH:30][CH:31]=2)=[O:23])[C:3]=1[CH3:32] |f:2.3|. Procedure details: A stirred solution of benzyl 2-[3-chloro-2-methyl-5-(3 [(methylamino)methyl]phenethylamino)-6-oxo-1(6H)-pyrazinyl]acetate (preparation 19) (0.38 g, 0.83 mmol) in CH2Cl2 (10 ml) was treated with formaldehyde (0.31 ml). After stirring at room temperature for 45 mins, the resultant cloudy -mixture was treated with sodium triacetoxyborohydride (253 mg, 1.19 mmol) and stirred at room temperature for a further 2 days. The reaction mixture was diluted with CH2Cl2 (200 ml) and washed with sat. aq NaHCO3... Reactants: CC(C#C)(C)C (3,3-dimethyl-1-butyne), NC=1C=C(C#N)C=CC1 (3-aminobenzonitrile), C1(=CC=CC=C1)C#C (phenylacetylene), NC=1C=C(C#N)C=CC1 (3-aminobenzonitrile). The solvent is C(C1=CC=CC=C1)#N (benzonitrile). Reaction conditions: time 45 hour. Yields the product NC1=CC(=CC=C1)C#CC(C)(C)C (1-amino-3-(3,3-dimethyl-1-butynyl)benzene). Isolated yield 48.0%. Reaction SMILES: [CH3:1][C:2]([CH3:6])([CH3:5])[C:3]#[CH:4].C1(C#C)C=CC=CC=1.[NH2:15][C:16]1[CH:17]=[C:18]([CH:21]=[CH:22][CH:23]=1)C#N>C(#N)C1C=CC=CC=1>[NH2:15][C:16]1[CH:17]=[CH:18][CH:21]=[C:22]([C:4]#[C:3][C:2]([CH3:6])([CH3:5])[CH3:1])[CH:23]=1. Procedure: The procedure was identical to Example 2, with the exception that 3,3-dimethyl-1-butyne (0.488 ml; 0.329 g; 4.00 mmol) was used as a substrate instead of phenylacetylene and 3-aminobenzonitrile (0.236 g; 2.00 mmol) was used as a substrate instead of benzonitrile. GC analysis of the organic phase of the hydrolyzed reaction sample after 45 h at 65° C. showed the presence of 0.96 mmol (48% yield) of 1-amino-3-(3,3-dimethyl-1-butynyl)benzene and 1.00 mmol of 3-aminobenzonitrile remaining in the reac... The reactants are CC=1N=C(SC1CO)C1=CC(=CC=C1)C(F)(F)F ([4-methyl-2-(3-trifluoromethyl-phenyl)-thiazol-5-yl]-methanol), S(=O)(Cl)Cl (thionyl chloride), C([O-])(O)=O.[Na+] (sodium bicarbonate), ice water. Solvent: C(Cl)(Cl)Cl (chloroform). Reaction conditions: time 30 minute. The product is ClCC1=C(N=C(S1)C1=CC(=CC=C1)C(F)(F)F)C (5-Chloromethyl-4-methyl-2-(3-trifluoromethyl-phenyl)-thiazole). Isolated yield 93.2%. RXN SMILES: [CH3:1][C:2]1[N:3]=[C:4]([C:9]2[CH:14]=[CH:13][CH:12]=[C:11]([C:15]([F:18])([F:17])[F:16])[CH:10]=2)[S:5][C:6]=1[CH2:7]O.S(Cl)([Cl:21])=O.C(=O)(O)[O-].[Na+]>C(Cl)(Cl)Cl>[Cl:21][CH2:7][C:6]1[S:5][C:4]([C:9]2[CH:14]=[CH:13][CH:12]=[C:11]([C:15]([F:18])([F:17])[F:16])[CH:10]=2)=[N:3][C:2]=1[CH3:1] |f:2.3|. Reported procedure: To a solution of [4-methyl-2-(3-trifluoromethyl-phenyl)-thiazol-5-yl]-methanol (1.2 g, 4.4 mmol) in chloroform (7 ml) was added thionyl chloride (0.64 ml, 8.8 mmol) at −10° C. under an argon atmosphere. The reaction mixture was stirred for 30 min, saturated aqueous sodium bicarbonate solution/ice water 1/1 was added and the layers were separated. The aqueous layer was extracted two times with dichloromethane. The combined organic layers were washed with ice water/brine 1/1 and dried over sodium ... Starting materials: CCOC=C1C(=O)Nc2ccc3ncsc3c21, CCO, Nc1ccc(S(=O)(=O)Nc2ccccn2)cc1. Product: O=C1Nc2ccc3ncsc3c2C1=CNc1ccc(S(=O)(=O)Nc2ccccn2)cc1. RXN SMILES: [CH2:1]([O:2][CH:4]=[C:5]1[C:6](=[O:17])[NH:7][c:8]2[cH:9][cH:10][c:11]3[n:12][cH:13][s:14][c:15]3[c:16]21)[CH3:3].[CH3:35][CH2:36][OH:37].[NH2:18][c:19]1[cH:20][cH:21][c:22]([S:25](=[O:26])(=[O:27])[NH:28][c:29]2[cH:30][cH:31][cH:32][cH:33][n:34]2)[cH:23][cH:24]1>>[CH:4](=[C:5]1[C:6](=[O:17])[NH:7][c:8]2[cH:9][cH:10][c:11]3[n:12][cH:13][s:14][c:15]3[c:16]21)[NH:18][c:19]1[cH:20][cH:21][c:22]([S:25](=[O:26])(=[O:27])[NH:28][c:29]2[cH:30][cH:31][cH:32][cH:33][n:34]2)[cH:23][cH:24]1.